Dataset: the Open Reaction Database (ORD), a public repository of structured organic reaction records. Task: describe an organic reaction: reactants, conditions, products, and yield Reactants: O (Water), [H-].[Na+] (Sodium hydride), C(CCCCCCCCCCCCCCC)OCC(OCCCCCCCCCCCCCCCC)CO (1,2-di-O-n-hexadecyl glycerol), C(#N)C=1C=C(CBr)C=CC1 (m-Cyanobenzylbromide). Solvent: O1CCCC1 (tetrahydrofuran). Reaction conditions: time 20 minute. Product: C(CCCCCCCCCCCCCCC)OCC(OCCCCCCCCCCCCCCCC)COCC1=CC(=CC=C1)C#N (1,2-Di-O-(n-hexadecyl)-3-O-(3-cyanobenzyl)-glycerol). Reaction SMILES: [H-].[Na+].[CH2:3]([O:19][CH2:20][CH:21]([CH2:39][OH:40])[O:22][CH2:23][CH2:24][CH2:25][CH2:26][CH2:27][CH2:28][CH2:29][CH2:30][CH2:31][CH2:32][CH2:33][CH2:34][CH2:35][CH2:36][CH2:37][CH3:38])[CH2:4][CH2:5][CH2:6][CH2:7][CH2:8][CH2:9][CH2:10][CH2:11][CH2:12][CH2:13][CH2:14][CH2:15][CH2:16][CH2:17][CH3:18].[C:41]([C:43]1[CH:44]=[C:45]([CH:48]=[CH:49][CH:50]=1)[CH2:46]Br)#[N:42].O>O1CCCC1>[CH2:3]([O:19][CH2:20][CH:21]([CH2:39][O:40][CH2:46][C:45]1[CH:48]=[CH:49][CH:50]=[C:43]([C:41]#[N:42])[CH:44]=1)[O:22][CH2:23][CH2:24][CH2:25][CH2:26][CH2:27][CH2:28][CH2:29][CH2:30][CH2:31][CH2:32][CH2:33][CH2:34][CH2:35][CH2:36][CH2:37][CH3:38])[CH2:4][CH2:5][CH2:6][CH2:7][CH2:8][CH2:9][CH2:10][CH2:11][CH2:12][CH2:13][CH2:14][CH2:15][CH2:16][CH2:17][CH3:18] |f:0.1|. Reported procedure: Sodium hydride (50% mineral oil dispersion; 1.056 g, 0.022 mole) was added to a solution of 1,2-di-O-n-hexadecyl glycerol in tetrahydrofuran (150 ml) and stirred for 20 minutes under nitrogen. m-Cyanobenzylbromide (4.0 g, 0.020 mole) was added to the mixture and allowed to react to room temperature overnight. Water (200 ml) and then cautiously added and the aqueous mixture extracted with ethyl acetate (3×150 ml). The extracts were dried over magnesium sulfate, filtered and concentrated under red... Reactants: BrC=1C(=CC2=C(OCO2)C1)SC=1NC2=NC=NC(=C2N1)N (8-(6-Bromo-benzo[1,3]dioxol-5-ylsulfanyl)-9H-purin-6-ylamine), CC1=CC=C(C=C1)S(=O)(=O)OCCC1CCN(CC1)C([C@@H](C)O[Si](C1=CC=CC=C1)(C1=CC=CC=C1)C(C)(C)C)=O (2-[1-((2R)-2-{[tert-butyl-(diphenyl)-silyl]-oxy}-propanoyl)-piperidin-4-yl]-ethyl 4-methylbenzenesulfonate). The product is BrC=1C(=CC2=C(OCO2)C1)SC=1N(C2=NC=NC(=C2N1)N)CCC1CCN(CC1)C([C@@H](C)O[Si](C1=CC=CC=C1)(C1=CC=CC=C1)C(C)(C)C)=O (8-[(6-bromo-1,3-benzodioxol-5-yl)thio]-9-{2-[1-((2R)-2-{[tert butyl(diphenyl)silyl]oxy}propanoyl)piperidin-4-yl]ethyl}-9H-purin-6-amine). As a reaction SMILES: [Br:1][C:2]1[C:3]([S:11][C:12]2[NH:13][C:14]3[C:19]([N:20]=2)=[C:18]([NH2:21])[N:17]=[CH:16][N:15]=3)=[CH:4][C:5]2[O:9][CH2:8][O:7][C:6]=2[CH:10]=1.CC1C=CC(S(O[CH2:33][CH2:34][CH:35]2[CH2:40][CH2:39][N:38]([C:41](=[O:62])[C@H:42]([O:44][Si:45]([C:58]([CH3:61])([CH3:60])[CH3:59])([C:52]3[CH:57]=[CH:56][CH:55]=[CH:54][CH:53]=3)[C:46]3[CH:51]=[CH:50][CH:49]=[CH:48][CH:47]=3)[CH3:43])[CH2:37][CH2:36]2)(=O)=O)=CC=1>>[Br:1][C:2]1[C:3]([S:11][C:12]2[N:13]([CH2:33][CH2:34][CH:35]3[CH2:36][CH2:37][N:38]([C:41](=[O:62])[C@H:42]([O:44][Si:45]([C:58]([CH3:59])([CH3:61])[CH3:60])([C:46]4[CH:51]=[CH:50][CH:49]=[CH:48][CH:47]=4)[C:52]4[CH:53]=[CH:54][CH:55]=[CH:56][CH:57]=4)[CH3:43])[CH2:39][CH2:40]3)[C:14]3[C:19]([N:20]=2)=[C:18]([NH2:21])[N:17]=[CH:16][N:15]=3)=[CH:4][C:5]2[O:9][CH2:8][O:7][C:6]=2[CH:10]=1. Procedure: The alkylation reaction was carried out according to the procedure described for example 1 and 2 using 8-(6-Bromo-benzo[1,3]dioxol-5-ylsulfanyl)-9H-purin-6-ylamine (0.172 g, 0.47 mmol) and 2-[1-((2R)-2-{[tert-butyl-(diphenyl)-silyl]-oxy}-propanoyl)-piperidin-4-yl]-ethyl 4-methylbenzenesulfonate (0.280 g, 0.47 mmol) obtained from step 3 to afford 8-[(6-bromo-1,3-benzodioxol-5-yl)thio]-9-{2-[1-((2R)-2-{[tert butyl(diphenyl)silyl]oxy}propanoyl)piperidin-4-yl]ethyl}-9H-purin-6-amine; LC-MS [M+1]+ 78... RXN SMILES: [CH:41]1([c:45]2[c:46]([CH2:58][OH:59])[c:47](-[c:50]3[c:51]([Cl:57])[cH:52][n:53][cH:54][c:55]3[Cl:56])[n:48][o:49]2)[CH2:42][CH2:43][CH2:44]1.[Cl:74][CH2:75][Cl:76].[O:60]=[C:61]([O:62][CH:63]([CH3:64])[CH3:65])[N:66]=[N:67][C:68]([O:69][CH:70]([CH3:71])[CH3:72])=[O:73].[OH:1][c:2]1[cH:3][cH:4][c:5](-[c:8]2[cH:9][c:10]3[cH:11][cH:12][c:13]([C:18](=[O:19])[O:20][CH3:21])[n:14][c:15]3[cH:16][cH:17]2)[cH:6][cH:7]1.[c:22]1([P:23]([c:24]2[cH:25][cH:26][cH:27][cH:28][cH:29]2)[c:30]2[cH:31][cH:32][cH:33][cH:34][cH:35]2)[cH:36][cH:37][cH:38][cH:39][cH:40]1>>[O:1]([c:2]1[cH:3][cH:4][c:5](-[c:8]2[cH:9][c:10]3[cH:11][cH:12][c:13]([C:18](=[O:19])[O:20][CH3:21])[n:14][c:15]3[cH:16][cH:17]2)[cH:6][cH:7]1)[CH2:58][c:46]1[c:45]([CH:41]2[CH2:42][CH2:43][CH2:44]2)[o:49][n:48][c:47]1-[c:50]1[c:51]([Cl:57])[cH:52][n:53][cH:54][c:55]1[Cl:56]. The reactants are OCc1c(-c2c(Cl)cncc2Cl)noc1C1CCC1, ClCCl, CC(C)OC(=O)N=NC(=O)OC(C)C, COC(=O)c1ccc2cc(-c3ccc(O)cc3)ccc2n1, c1ccc(P(c2ccccc2)c2ccccc2)cc1. Yields the product COC(=O)c1ccc2cc(-c3ccc(OCc4c(-c5c(Cl)cncc5Cl)noc4C4CCC4)cc3)ccc2n1. Starting materials: Cc1cc(C)c(CNC(=O)c2cc(-c3ccc(CBr)cc3)nc3c2cnn3C(C)C)c(=O)[nH]1, CNCCCN(C)C, CN(C)C=O. Product: Cc1cc(C)c(CNC(=O)c2cc(-c3ccc(CN(C)CCCN(C)C)cc3)nc3c2cnn3C(C)C)c(=O)[nH]1. As a reaction SMILES: [Br:1][CH2:2][c:3]1[cH:4][cH:5][c:6](-[c:9]2[cH:10][c:11]([C:21](=[O:22])[NH:23][CH2:24][c:25]3[c:26](=[O:33])[nH:27][c:28]([CH3:32])[cH:29][c:30]3[CH3:31])[c:12]3[c:13]([n:14]2)[n:15]([CH:18]([CH3:19])[CH3:20])[n:16][cH:17]3)[cH:7][cH:8]1.[CH3:34][N:35]([CH2:36][CH2:37][CH2:38][NH:39][CH3:40])[CH3:41].[O:42]=[CH:43][N:44]([CH3:45])[CH3:46]>>[CH2:2]([c:3]1[cH:4][cH:5][c:6](-[c:9]2[cH:10][c:11]([C:21](=[O:22])[NH:23][CH2:24][c:25]3[c:26](=[O:33])[nH:27][c:28]([CH3:32])[cH:29][c:30]3[CH3:31])[c:12]3[c:13]([n:14]2)[n:15]([CH:18]([CH3:19])[CH3:20])[n:16][cH:17]3)[cH:7][cH:8]1)[N:39]([CH2:38][CH2:37][CH2:36][N:35]([CH3:34])[CH3:41])[CH3:40].